From a dataset of the Open Reaction Database (ORD), a public repository of structured organic reaction records. describe an organic reaction: reactants, conditions, products, and yield The reactants are C(C)(=O)OC[C@H]([C@H](CC1=CC=CC=C1)NC(=O)OC(C)(C)C)O ((2S,3S)-1-acetoxy-3-(t-butoxycarbonylamino)-2-hydroxy-4-phenylbutane), CS(=O)(=O)Cl (methanesulfonyl chloride), N1=CC=CC=C1 (pyridine). Solvent: C(C)(=O)OCC (ethyl acetate). Reaction conditions: time 48 hour. Yields the product C(C)(=O)OC[C@H]([C@H](CC1=CC=CC=C1)NC(=O)OC(C)(C)C)OS(=O)(=O)C ((2S,3S)-1-Acetoxy-3-(t-butoxycarbonylamino)-2-methanesulfonyloxy-4-phenylbutane). Yield: 98.4%. Reaction SMILES: [C:1]([O:4][CH2:5][C@@H:6]([OH:23])[C@@H:7]([NH:15][C:16]([O:18][C:19]([CH3:22])([CH3:21])[CH3:20])=[O:17])[CH2:8][C:9]1[CH:14]=[CH:13][CH:12]=[CH:11][CH:10]=1)(=[O:3])[CH3:2].[CH3:24][S:25](Cl)(=[O:27])=[O:26].N1C=CC=CC=1>C(OCC)(=O)C>[C:1]([O:4][CH2:5][C@@H:6]([O:23][S:25]([CH3:24])(=[O:27])=[O:26])[C@@H:7]([NH:15][C:16]([O:18][C:19]([CH3:22])([CH3:21])[CH3:20])=[O:17])[CH2:8][C:9]1[CH:10]=[CH:11][CH:12]=[CH:13][CH:14]=1)(=[O:3])[CH3:2]. Procedure: A mixture composed of 12.4 mmol (4.00 g) of (2S,3S)-1-acetoxy-3-(t-butoxycarbonylamino)-2-hydroxy-4-phenylbutane, 24.8 mmol (2.48 g) of methanesulfonyl chloride and 20 ml of pyridine was allowed to stand at 4° C. for 48 hours. Thereafter, 30 ml of ethyl acetate was added, the organic layer was washed with three 30-ml portions of 10% hydrochloric acid and finally with 30 ml of water. The organic layer was separated, dried over sodium sulfate, filtered and concentrated under reduced pressure. Hexa... Starting materials: C(C)OC(=O)C=1N=C(N(C1)C1=NC(=NC=C1)N[C@@H](C)C1=CC=CC=C1)C1=CC(=CC=C1)C(F)(F)F ((S)-1-[2-(1-phenylethylamino)pyrimidin-4-yl]-2-(3-trifluoromethylphenyl)-1H-imidazole-4-carboxylic acid ethyl ester), C(CC(O)(C(=O)O)CC(=O)O)(=O)O (citric acid), [Li+].[OH-] (LiOH), CO (MeOH). Run in C1CCOC1 (THF), O (water). Run at temperature 60 celsius. Product: C1(=CC=CC=C1)[C@H](C)NC1=NC=CC(=N1)N1C(=NC(=C1)C(=O)O)C1=CC(=CC=C1)C(F)(F)F ((S)-1-[2-(1-phenylethylamino)pyrimidin-4-yl]-2-(3-trifluoromethylphenyl)-1H-imidazole-4-carboxylic acid). Isolated yield 88.7%. As a reaction SMILES: [Li+].[OH-].C([O:5][C:6]([C:8]1[N:9]=[C:10]([C:28]2[CH:33]=[CH:32][CH:31]=[C:30]([C:34]([F:37])([F:36])[F:35])[CH:29]=2)[N:11]([C:13]2[CH:18]=[CH:17][N:16]=[C:15]([NH:19][C@H:20]([C:22]3[CH:27]=[CH:26][CH:25]=[CH:24][CH:23]=3)[CH3:21])[N:14]=2)[CH:12]=1)=[O:7])C.CO.C(O)(=O)CC(CC(O)=O)(C(O)=O)O>O.C1COCC1>[C:22]1([C@@H:20]([NH:19][C:15]2[N:14]=[C:13]([N:11]3[CH:12]=[C:8]([C:6]([OH:7])=[O:5])[N:9]=[C:10]3[C:28]3[CH:33]=[CH:32][CH:31]=[C:30]([C:34]([F:35])([F:36])[F:37])[CH:29]=3)[CH:18]=[CH:17][N:16]=2)[CH3:21])[CH:27]=[CH:26][CH:25]=[CH:24][CH:23]=1 |f:0.1|. Procedure: LiOH (3.75 g, 0.1566 mol) dissolved in a minimum amount of water was added to (S)-1-[2-(1-phenylethylamino)pyrimidin-4-yl]-2-(3-trifluoromethylphenyl)-1H-imidazole-4-carboxylic acid ethyl ester (4.2 g, 0.0087 mol) in 20 mL THF. 3 mL MeOH was added and the solution warmed to 60° C. for 45 min. After cooling to room temperature, the reaction was acidified with pH 4.5 citric acid solution (buffered with NaOH) and extracted with ethyl acetate (2×150 mL). The ethyl acetate was dried over anhydrous ma... Reactants: COC(=O)c1cccc(C=O)c1, NCc1noc(C(F)(C2Cc3[nH]c4ccc(Cl)cc4c3C2)S(=O)(=O)c2ccccc2)n1. The product is COC(=O)c1cccc(CNCc2noc(C(F)(C3Cc4[nH]c5ccc(Cl)cc5c4C3)S(=O)(=O)c3ccccc3)n2)c1. RXN SMILES: [CH3:32][O:33][C:34]([c:35]1[cH:36][c:37]([CH:41]=[O:42])[cH:38][cH:39][cH:40]1)=[O:43].[c:1]1([S:7](=[O:8])(=[O:9])[C:10]([c:11]2[n:12][c:13]([CH2:16][NH2:17])[n:14][o:15]2)([F:18])[CH:19]2[CH2:20][c:21]3[c:22]([nH:23][c:24]4[cH:25][cH:26][c:27]([Cl:30])[cH:28][c:29]34)[CH2:31]2)[cH:2][cH:3][cH:4][cH:5][cH:6]1>>[c:1]1([S:7](=[O:8])(=[O:9])[C:10]([c:11]2[n:12][c:13]([CH2:16][NH:17][CH2:41][c:37]3[cH:36][c:35]([C:34]([O:33][CH3:32])=[O:43])[cH:40][cH:39][cH:38]3)[n:14][o:15]2)([F:18])[CH:19]2[CH2:20][c:21]3[c:22]([nH:23][c:24]4[cH:25][cH:26][c:27]([Cl:30])[cH:28][c:29]34)[CH2:31]2)[cH:2][cH:3][cH:4][cH:5][cH:6]1. Starting materials: O=C([O-])[O-], C1COCCO1, Cc1c(I)ccc(C#N)c1Cl, [Cs+], [Cs+], O=C(C=Cc1ccccc1)C=Cc1ccccc1, O=C(C=Cc1ccccc1)C=Cc1ccccc1, O=C(C=Cc1ccccc1)C=Cc1ccccc1, CC1NC(=O)CC1(C)O, [Pd], [Pd], CC1(C)c2cccc(P(c3ccccc3)c3ccccc3)c2Oc2c(P(c3ccccc3)c3ccccc3)cccc21. The product is Cc1c(N2C(=O)CC(C)(O)C2C)ccc(C#N)c1Cl. RXN SMILES: [C:63](=[O:64])([O-:65])[O-:66].[CH2:69]1[O:70][CH2:71][CH2:72][O:73][CH2:74]1.[Cl:1][c:2]1[c:3]([C:4]#[N:5])[cH:6][cH:7][c:8]([I:11])[c:9]1[CH3:10].[Cs+:67].[Cs+:68].[O:113]=[C:114]([CH:115]=[CH:116][c:117]1[cH:118][cH:119][cH:120][cH:121][cH:122]1)[CH:123]=[CH:124][c:125]1[cH:126][cH:127][cH:128][cH:129][cH:130]1.[O:77]=[C:78]([CH:79]=[CH:80][c:81]1[cH:82][cH:83][cH:84][cH:85][cH:86]1)[CH:87]=[CH:88][c:89]1[cH:90][cH:91][cH:92][cH:93][cH:94]1.[O:95]=[C:96]([CH:97]=[CH:98][c:99]1[cH:100][cH:101][cH:102][cH:103][cH:104]1)[CH:105]=[CH:106][c:107]1[cH:108][cH:109][cH:110][cH:111][cH:112]1.[OH:12][C:13]1([CH3:20])[CH2:14][C:15](=[O:19])[NH:16][CH:17]1[CH3:18].[Pd:75].[Pd:76].[c:21]1([P:22]([c:23]2[cH:24][cH:25][cH:26][cH:27][cH:28]2)[c:29]2[c:30]3[c:54]([cH:55][cH:56][cH:57]2)[C:51]([CH3:52])([CH3:53])[c:33]2[c:32]([c:37]([P:38]([c:39]4[cH:40][cH:41][cH:42][cH:43][cH:44]4)[c:45]4[cH:46][cH:47][cH:48][cH:49][cH:50]4)[cH:36][cH:35][cH:34]2)[O:31]3)[cH:58][cH:59][cH:60][cH:61][cH:62]1>>[Cl:1][c:2]1[c:3]([C:4]#[N:5])[cH:6][cH:7][c:8]([N:16]2[C:15](=[O:19])[CH2:14][C:13]([OH:12])([CH3:20])[CH:17]2[CH3:18])[c:9]1[CH3:10]. Reactants: BrC=1C=NC=C(C1)Br (3,5-dibromopyridine), i-PrMgCl_LiCl, O1CCC(CC1)=O (tetrahydro-pyran-4-one). Solvent: C1CCOC1 (THF). Conditions: temperature -10 celsius, time 30 minute. Product: BrC=1C=C(C=NC1)C1(CCOCC1)O (4-(5-bromo-pyridin-3-yl)-tetrahydro-pyran-4-ol). The yield is 26.0%. RXN SMILES: Br[C:2]1[CH:3]=[N:4][CH:5]=[C:6]([Br:8])[CH:7]=1.[O:9]1[CH2:14][CH2:13][C:12](=[O:15])[CH2:11][CH2:10]1>C1COCC1>[Br:8][C:6]1[CH:7]=[C:2]([C:12]2([OH:15])[CH2:13][CH2:14][O:9][CH2:10][CH2:11]2)[CH:3]=[N:4][CH:5]=1. Reported procedure: To 3,5-dibromopyridine (592 mg, 2.50 mmol) in 2 mL of THF at −20° C. is added 1.3M i-PrMgCl_LiCl solution (1.83 mL, 2.4 mmol) in one portion. The mixture is allowed to stir for 30 min., warming to −10° C. The mixture is cooled to −20° C. and tetrahydro-pyran-4-one (0.23 mL, 3.00 mmol) is added. The reaction is quenched with 50 mL of saturated aqueous NH4Cl and diluted with 200 mL EtOAc. The organic phase is washed with 2×100 mL of H2O, 1×100 mL of brine. The organic phase is dried with MgSO4, fi...